This data is from the Open Reaction Database (ORD), a public repository of structured organic reaction records. The task is: describe an organic reaction: reactants, conditions, products, and yield The reactants are C(C1=CC=CC=C1)(=O)OC(C(S(=O)(=O)[O-])(F)F)C(F)(F)F.C1(=CC=CC=C1)[S+](C1=CC=CC=C1)C1=CC=CC=C1 (triphenylsulfonium 2-benzoyloxy-1,1,3,3,3-pentafluoropropane-1-sulfonate), [OH-].[Na+] (sodium hydroxide), 1,1,3,3,3-pentafluoro-2-propan-2-yl benzoate, Cl (hydrochloric acid). Procedure details: First, triphenylsulfonium 2-benzoyloxy-1,1,3,3,3-pentafluoropropane-1-sulfonate was synthesized as in Synthesis Examples 9 and 10 aside from using 1,1,3,3,3-pentafluoro-2-propan-2-yl benzoate as synthesized by a standard technique. 34.4 g of triphenylsulfonium 2-benzoyloxy-1,1,3,3,3-pentafluoropropane-1-sulfonate was dissolved in 72 g of methanol, which was stirred under ice cooling. At a temperature below 10° C., 54.0 g of a 5% sodium hydroxide aqueous solution was added dropwise thereto. The r... RXN SMILES: [C:1]([O:9][CH:10]([C:18]([F:21])([F:20])[F:19])[C:11]([F:17])([F:16])[S:12]([O-:15])(=[O:14])=[O:13])(=[O:8])[C:2]1[CH:7]=[CH:6][CH:5]=[CH:4][CH:3]=1.[C:22]1([S+:28]([C:35]2[CH:40]=[CH:39][CH:38]=[CH:37][CH:36]=2)[C:29]2[CH:34]=[CH:33][CH:32]=[CH:31][CH:30]=2)[CH:27]=[CH:26][CH:25]=[CH:24][CH:23]=1.[OH-].[Na+].Cl>CO>[C:1]([O:9][CH:10]([C:18]([F:20])([F:21])[F:19])[C:11]([F:16])([F:17])[S:12]([O-:15])(=[O:14])=[O:13])(=[O:8])[C:2]1[CH:3]=[CH:4][CH:5]=[CH:6][CH:7]=1.[C:35]1([S+:28]([C:22]2[CH:23]=[CH:24][CH:25]=[CH:26][CH:27]=2)[C:29]2[CH:34]=[CH:33][CH:32]=[CH:31][CH:30]=2)[CH:36]=[CH:37][CH:38]=[CH:39][CH:40]=1.[OH:9][CH:10]([C:18]([F:21])([F:19])[F:20])[C:11]([F:16])([F:17])[S:12]([O-:15])(=[O:14])=[O:13].[C:35]1([S+:28]([C:22]2[CH:23]=[CH:24][CH:25]=[CH:26][CH:27]=2)[C:29]2[CH:34]=[CH:33][CH:32]=[CH:31][CH:30]=2)[CH:36]=[CH:37][CH:38]=[CH:39][CH:40]=1 |f:0.1,2.3,6.7,8.9|. The solvent is CO (methanol). The product is C(C1=CC=CC=C1)(=O)OC(C(S(=O)(=O)[O-])(F)F)C(F)(F)F.C1(=CC=CC=C1)[S+](C1=CC=CC=C1)C1=CC=CC=C1 (triphenylsulfonium 2-benzoyloxy-1,1,3,3,3-pentafluoropropane-1-sulfonate), OC(C(S(=O)(=O)[O-])(F)F)C(F)(F)F.C1(=CC=CC=C1)[S+](C1=CC=CC=C1)C1=CC=CC=C1 (triphenylsulfonium 2-hydroxy-1,1,3,3,3-pentafluoropropanesulfonate). Run at time 4 hour.